From a dataset of the Open Reaction Database (ORD), a public repository of structured organic reaction records. describe an organic reaction: reactants, conditions, products, and yield The reactants are C(C)(C)(C)OC(CCN(CC=O)C1=CC(=C(C=C1)C(F)(F)F)Cl)=O (3-[(3-chloro-4-trifluoromethyl-phenyl)-(2-oxo-ethyl)-amino]-propionic acid tert-butyl ester), COC([C@H](CCC(=O)N1C[C@H](C2(CC2)CC1)O)N)=O ((S)-2-amino-5-((S)-4-hydroxy-6-aza-spiro[2.5]oct-6-yl)-5-oxo-pentanoic acid methyl ester). Yields the product Cl (HCl), COC([C@H](CCC(=O)N1C[C@H](C2(CC2)CC1)O)NCCN(C1=CC(=C(C=C1)C(F)(F)F)Cl)CCC(=O)OC(C)(C)C)=O ((S)-2-{2-[(2-tert-Butoxycarbonyl-ethyl)-(3-chloro-4-trifluoromethyl-phenyl)-amino]-ethylamino}-5-((S)-4-hydroxy-6-aza-spiro[2.5]oct-6-yl)-5-oxo-pentanoic acid methyl ester). Reaction SMILES: [C:1]([O:5][C:6](=[O:24])[CH2:7][CH2:8][N:9]([C:13]1[CH:18]=[CH:17][C:16]([C:19]([F:22])([F:21])[F:20])=[C:15]([Cl:23])[CH:14]=1)[CH2:10][CH:11]=O)([CH3:4])([CH3:3])[CH3:2].[CH3:25][O:26][C:27](=[O:43])[C@@H:28]([NH2:42])[CH2:29][CH2:30][C:31]([N:33]1[CH2:40][CH2:39][C:36]2([CH2:38][CH2:37]2)[C@H:35]([OH:41])[CH2:34]1)=[O:32]>>[ClH:23].[CH3:25][O:26][C:27](=[O:43])[C@@H:28]([NH:42][CH2:11][CH2:10][N:9]([CH2:8][CH2:7][C:6]([O:5][C:1]([CH3:2])([CH3:4])[CH3:3])=[O:24])[C:13]1[CH:18]=[CH:17][C:16]([C:19]([F:20])([F:22])[F:21])=[C:15]([Cl:23])[CH:14]=1)[CH2:29][CH2:30][C:31]([N:33]1[CH2:40][CH2:39][C:36]2([CH2:37][CH2:38]2)[C@H:35]([OH:41])[CH2:34]1)=[O:32]. Procedure details: In analogy to the procedure described for example 14C, 3-[(3-chloro-4-trifluoromethyl-phenyl)-(2-oxo-ethyl)-amino]-propionic acid tert-butyl ester and (S)-2-amino-5-((S)-4-hydroxy-6-aza-spiro[2.5]oct-6-yl)-5-oxo-pentanoic acid methyl ester; compound with HCl (intermediate 41) gave the title compound in 52% yield as light yellow foam. MS: 620.27 (MH+, Cl).